The task is: describe an organic reaction: reactants, conditions, products, and yield. This data is from the Open Reaction Database (ORD), a public repository of structured organic reaction records. The reactants are CC1(C)OCc2cc(C3CN(CCCCCCOCCOCc4cccc([N+](=O)[O-])c4)C(=O)O3)ccc2O1, CCO, CCOC(C)=O, O=[Pt]. RXN SMILES: [CH3:1][C:2]1([CH3:38])[O:3][CH2:4][c:5]2[c:6]([cH:8][cH:9][c:10]([CH:12]3[CH2:13][N:14]([CH2:18][CH2:19][CH2:20][CH2:21][CH2:22][CH2:23][O:24][CH2:25][CH2:26][O:27][CH2:28][c:29]4[cH:30][c:31]([N+:35]([O-:36])=[O:37])[cH:32][cH:33][cH:34]4)[C:15](=[O:17])[O:16]3)[cH:11]2)[O:7]1.[CH3:39][CH2:40][OH:41].[CH3:42][CH2:43][O:44][C:45]([CH3:46])=[O:47].[Pt:48]=[O:49]>>[CH3:1][C:2]1([CH3:38])[O:3][CH2:4][c:5]2[c:6]([cH:8][cH:9][c:10]([CH:12]3[CH2:13][N:14]([CH2:18][CH2:19][CH2:20][CH2:21][CH2:22][CH2:23][O:24][CH2:25][CH2:26][O:27][CH2:28][c:29]4[cH:30][c:31]([NH2:35])[cH:32][cH:33][cH:34]4)[C:15](=[O:17])[O:16]3)[cH:11]2)[O:7]1. Product: CC1(C)OCc2cc(C3CN(CCCCCCOCCOCc4cccc(N)c4)C(=O)O3)ccc2O1.